describe an organic reaction: reactants, conditions, products, and yield From a dataset of the Open Reaction Database (ORD), a public repository of structured organic reaction records. Reactants: ClC1=CC=C(C=C1)S(=O)(=O)NC(C(=O)NCCCCCC(=O)OC)COS(=O)(=O)C ((RS)-2-(4-chlorobenzenesulfonylamino)-3-methanesulfonyloxy-N-(5-methoxycarbonylpentyl)propanamide), OC=1C=NC=CC1 (3-hydroxypyridine). Yields the product ClC1=CC=C(C=C1)S(=O)(=O)NC(C(=O)NCCCCCC(=O)OC)COC=1C=NC=CC1 ((RS)-2-(4-chlorobenzenesulfonylamino)-N-(5-methoxycarbonylpentyl)-3-(pyridin-3-yloxy)propanamide). RXN SMILES: [Cl:1][C:2]1[CH:7]=[CH:6][C:5]([S:8]([NH:11][CH:12]([CH2:25][O:26]S(C)(=O)=O)[C:13]([NH:15][CH2:16][CH2:17][CH2:18][CH2:19][CH2:20][C:21]([O:23][CH3:24])=[O:22])=[O:14])(=[O:10])=[O:9])=[CH:4][CH:3]=1.O[C:32]1[CH:33]=[N:34][CH:35]=[CH:36][CH:37]=1>>[Cl:1][C:2]1[CH:7]=[CH:6][C:5]([S:8]([NH:11][CH:12]([CH2:25][O:26][C:32]2[CH:33]=[N:34][CH:35]=[CH:36][CH:37]=2)[C:13]([NH:15][CH2:16][CH2:17][CH2:18][CH2:19][CH2:20][C:21]([O:23][CH3:24])=[O:22])=[O:14])(=[O:10])=[O:9])=[CH:4][CH:3]=1. Reported procedure: The procedure described in Example 105 was repeated, except that (RS)-2-(4-chlorobenzenesulfonylamino)-3-methanesulfonyloxy-N-(5-methoxycarbonylpentyl)propanamide (95.4 mg) was reacted with 3-hydroxypyridine to obtain (RS)-2-(4-chlorobenzenesulfonylamino)-N-(5-methoxycarbonylpentyl)-3-(pyridin-3-yloxy)propanamide (91.3 mg). The reactants are N[C@@H](CC(=O)N1[C@H]2[C@@H](CC1)CN(C2)C(C(C)(C)F)=O)CC2=C(C=C(C(=C2)F)F)F ((R)-3-amino-1-((3aS,6aS)-5-(2-fluoro-2-methylpropionyl)-hexahydropyrrolo[3,4-b]pyrrol-1(2H)-yl)-4-(2,4,5-trifluorophenyl)butan-1-one), 7, P(O)(O)(O)=O (phosphoric acid). Run in C(C)O (ethanol), C(C)O (ethanol). Yields the product P(=O)(O)(O)O.N[C@@H](CC(=O)N1[C@H]2[C@@H](CC1)CN(C2)C(C(C)(C)F)=O)CC2=C(C=C(C(=C2)F)F)F ((R)-3-amino-1-((3aS,6aS)-5-(2-fluoro-2-methylpropionyl)-hexahydropyrrolo[3,4-b]pyrrol-1(2H)-yl)-4-(2,4,5-trifluorophenyl)butan-1-one phosphate), 10. Isolated yield 84.0%. As a reaction SMILES: [NH2:1][C@H:2]([CH2:20][C:21]1[CH:26]=[C:25]([F:27])[C:24]([F:28])=[CH:23][C:22]=1[F:29])[CH2:3][C:4]([N:6]1[CH2:10][CH2:9][C@H:8]2[CH2:11][N:12]([C:14](=[O:19])[C:15]([F:18])([CH3:17])[CH3:16])[CH2:13][C@@H:7]12)=[O:5].[P:30](=[O:34])([OH:33])([OH:32])[OH:31]>C(O)C>[P:30]([OH:34])([OH:33])([OH:32])=[O:31].[NH2:1][C@H:2]([CH2:20][C:21]1[CH:26]=[C:25]([F:27])[C:24]([F:28])=[CH:23][C:22]=1[F:29])[CH2:3][C:4]([N:6]1[CH2:10][CH2:9][C@H:8]2[CH2:11][N:12]([C:14](=[O:19])[C:15]([F:18])([CH3:16])[CH3:17])[CH2:13][C@@H:7]12)=[O:5] |f:3.4|. Procedure: Free base (R)-3-amino-1-((3aS,6aS)-5-(2-fluoro-2-methylpropionyl)-hexahydropyrrolo[3,4-b]pyrrol-1(2H)-yl)-4-(2,4,5-trifluorophenyl)butan-1-one compound 7 (100 mg, 0.24 mmol) obtained from example 7 was dissolved in ethanol (0.5 mL), added dropwise into phosphoric acid (24 mg, 0.24 mmol) in ethanol solution (1 mL), stirred until precipitation of white solid, filtered to give (R)-3-amino-1-((3aS,6aS)-5-(2-fluoro-2-methylpropionyl)-hexahydropyrrolo[3,4-b]pyrrol-1(2H)-yl)-4-(2,4,5-trifluorophenyl)bu... Reactants: [H-].[Al+3].[Li+].[H-].[H-].[H-] (lithium aluminum hydride), N1N=CC2=CC=CC(=C12)C(=O)OCC (ethyl 1H-indazole-7-carboxylate), O.O.O.O.O.O.O.O.O.O.S(=O)(=O)([O-])[O-].[Na+].[Na+] (sodium sulfate decahydrate). Solvent: C1CCOC1 (THF). Run at temperature 0 celsius, time 1.25 hour. Product: N1N=CC2=CC=CC(=C12)CO ((1H-indazol-7-yl)-methanol). Reaction SMILES: [NH:1]1[C:9]2[C:4](=[CH:5][CH:6]=[CH:7][C:8]=2[C:10](OCC)=[O:11])[CH:3]=[N:2]1.[H-].[Al+3].[Li+].[H-].[H-].[H-].O.O.O.O.O.O.O.O.O.O.S([O-])([O-])(=O)=O.[Na+].[Na+]>C1COCC1>[NH:1]1[C:9]2[C:4](=[CH:5][CH:6]=[CH:7][C:8]=2[CH2:10][OH:11])[CH:3]=[N:2]1 |f:1.2.3.4.5.6,7.8.9.10.11.12.13.14.15.16.17.18.19|. Procedure: In a round-bottomed flask, ethyl 1H-indazole-7-carboxylate (600 mg, 3.15 mmol) was dissolved in THF (16 ml). The light yellow solution was cooled to 0° C. and lithium aluminum hydride (1.0 M in THF, 3.8 ml, 3.8 mmol) was added dropwise. The bright yellow reaction mixture was stirred at 0° C. for 1.25 h then sodium sulfate decahydrate was carefully added. When gas evolution had stopped, the ice bath was removed, sodium sulfate was added and the mixture was stirred for 30 min at room temperature. ... The reactants are ClC1=C(C(=CC(=C1)C(F)(F)F)Cl)C=1NC=C(N1)C(F)(F)F (2-(2,6-dichloro-4-trifluoromethylphenyl)-4-trifluoromethylimidazole), [N+](=O)(O)[O-] (nitric acid), O (water). The solvent is S(O)(O)(=O)=O (sulphuric acid). Run at temperature 120 celsius. Yields the product ClC1=C(C(=CC(=C1)C(F)(F)F)Cl)C=1NC(=C(N1)C(F)(F)F)[N+](=O)[O-] (2-(2,6-dichloro-4-trifluoromethylphenyl)-5-nitro 4-trifluoromethylimidazole). Reaction SMILES: [Cl:1][C:2]1[CH:7]=[C:6]([C:8]([F:11])([F:10])[F:9])[CH:5]=[C:4]([Cl:12])[C:3]=1[C:13]1[NH:14][CH:15]=[C:16]([C:18]([F:21])([F:20])[F:19])[N:17]=1.O.[N+:23]([O-])([OH:25])=[O:24]>S(=O)(=O)(O)O>[Cl:12][C:4]1[CH:5]=[C:6]([C:8]([F:10])([F:9])[F:11])[CH:7]=[C:2]([Cl:1])[C:3]=1[C:13]1[NH:14][C:15]([N+:23]([O-:25])=[O:24])=[C:16]([C:18]([F:21])([F:19])[F:20])[N:17]=1. Procedure details: A mixture of 2-(2,6-dichloro-4-trifluoromethylphenyl)-4-trifluoromethylimidazole (1.0 g, 0.0027 mol) in fuming nitric acid (95%, 1 ml) and fuming sulphuric acid (30% free SO3, 1 ml) was stirred and heated at 120° C. for 3.5 hours. The mixture was poured into cold water (50 ml) and the solid was filtered off and washed with water. The resultant solid was purified by chromatography on silica gel, eluting with a mixture of ethyl acetate and n-hexane (1:5) to give 2-(2,6-dichloro-4-trifluoromethylph... Reactants: CC(CO)[C@H]1CC[C@H]2C3=CC=C4C[C@H](C[C@@H]([C@]4(C)[C@H]3CC[C@]12C)OC(=O)OC)OC(=O)OC (20-methyl-1α,3β-bis(methoxycarbonyloxy)pregna-5,7-dien-21 -ol), P(Br)(Br)Br (phosphorus tribromide), ice water. The solvent is N1=CC=CC=C1 (pyridine). Conditions: time 15 minute. Product: BrCC([C@H]1CC[C@H]2C3=CC=C4C[C@H](C[C@@H]([C@]4(C)[C@H]3CC[C@]12C)OC(=O)OC)OC(=O)OC)C (21-bromo-20-methyl-1α,3β-bis(methoxycarbonyloxy)pregna-5,7-diene). RXN SMILES: [CH3:1][CH:2]([C@@H:5]1[C@:22]2([CH3:23])[C@H:8]([C:9]3[C@H:19]([CH2:20][CH2:21]2)[C@:17]2([CH3:18])[C:12]([CH2:13][C@@H:14]([O:29][C:30]([O:32][CH3:33])=[O:31])[CH2:15][C@@H:16]2[O:24][C:25]([O:27][CH3:28])=[O:26])=[CH:11][CH:10]=3)[CH2:7][CH2:6]1)[CH2:3]O.P(Br)(Br)[Br:35]>N1C=CC=CC=1>[Br:35][CH2:3][CH:2]([CH3:1])[C@@H:5]1[C@:22]2([CH3:23])[C@H:8]([C:9]3[C@H:19]([CH2:20][CH2:21]2)[C@:17]2([CH3:18])[C:12]([CH2:13][C@@H:14]([O:29][C:30]([O:32][CH3:33])=[O:31])[CH2:15][C@@H:16]2[O:24][C:25]([O:27][CH3:28])=[O:26])=[CH:11][CH:10]=3)[CH2:7][CH2:6]1. Procedure details: IN 1 ml of pyridine was dissolved 75 mg of 20-methyl-1α,3β-bis(methoxycarbonyloxy)pregna-5,7-dien-21 -ol and, then, under ice-cooling, 0.05 ml of phosphorus tribromide was added. The mixture was stirred at the same temperature for 15 minutes. The reaction mixture was then poured into ice water and extracted with diethyl ether. The extract was washed with aqueous sodium hydrogen carbonate solution and aqueous sodium chloride solution, dried over anhydrous sodium sulfate and concentrated. The resi... Starting materials: CCS(=O)(=O)Cl, Nc1n[nH]c2nc(Oc3ccc(F)cc3F)ncc12, C1COCCO1, c1ccncc1. Yields the product CCS(=O)(=O)Nc1n[nH]c2nc(Oc3ccc(F)cc3F)ncc12. Reaction SMILES: [CH2:20]([CH3:21])[S:22](=[O:23])(=[O:24])[Cl:25].[F:1][c:2]1[c:3]([O:4][c:5]2[n:6][cH:7][c:8]3[c:9]([n:10]2)[nH:11][n:12][c:13]3[NH2:14])[cH:15][cH:16][c:17]([F:19])[cH:18]1.[O:32]1[CH2:33][CH2:34][O:35][CH2:36][CH2:37]1.[cH:26]1[cH:27][cH:28][n:29][cH:30][cH:31]1>>[F:1][c:2]1[c:3]([O:4][c:5]2[n:6][cH:7][c:8]3[c:9]([n:10]2)[nH:11][n:12][c:13]3[NH:14][S:22]([CH2:20][CH3:21])(=[O:23])=[O:24])[cH:15][cH:16][c:17]([F:19])[cH:18]1. Reaction conditions: time 0.5 hour. Reported procedure: A mixture of (E,E)-3,7,11-trimethyl-2,6,10-dodecatrienyl bromide (1.5 g, 5.26 mmol) and sodium azide (0.68 g, 10.5 mmol) in DMF (20 mL) was stirred at room temperature for 0.5 hours, then poured into cold water and extracted with ether. The ethereal extract was washed with brine, dried, filtered and evaporated to yield a residue. Purification of the residue by flash chromatography on a silica gel column, using hexane as the eluant, afforded the title compound as an oil (1.2 g, 4.85 mmol, 92%) NM... Run in CN(C)C=O (DMF). Reaction SMILES: [CH3:1]/[C:2](/[CH2:6][CH2:7]/[CH:8]=[C:9](\[CH3:16])/[CH2:10][CH2:11][CH:12]=[C:13]([CH3:15])[CH3:14])=[CH:3]\[CH2:4]Br.[N-:17]=[N+:18]=[N-:19].[Na+].O>CN(C=O)C>[CH3:1]/[C:2](/[CH2:6][CH2:7]/[CH:8]=[C:9](\[CH3:16])/[CH2:10][CH2:11][CH:12]=[C:13]([CH3:15])[CH3:14])=[CH:3]\[CH2:4][N:17]=[N+:18]=[N-:19] |f:1.2|. Product: C\C(=C/CN=[N+]=[N-])\CC\C=C(\CCC=C(C)C)/C ((E,E)-3,7,11-Trimethyl-2,6,10-dodecatrienyl-azide). Yield: 92.2%. The reactants are C\C(=C/CBr)\CC\C=C(\CCC=C(C)C)/C ((E,E)-3,7,11-trimethyl-2,6,10-dodecatrienyl bromide), [N-]=[N+]=[N-].[Na+] (sodium azide), O (water). Reactants: CCOC(=O)C(C(=O)OCC)c1c(C#N)cnc2ccc(I)cc12, CS(C)=O, [Cl-], [Li+], O. Product: Cc1c(C#N)cnc2ccc(I)cc12. As a reaction SMILES: [CH2:1]([O:2][C:3](=[O:4])[CH:5]([C:6]([O:7][CH2:8][CH3:9])=[O:10])[c:11]1[c:12]([C:22]#[N:23])[cH:13][n:14][c:15]2[cH:16][cH:17][c:18]([I:21])[cH:19][c:20]12)[CH3:24].[CH3:28][S:29]([CH3:30])=[O:31].[Cl-:26].[Li+:25].[OH2:27]>>[CH3:5][c:11]1[c:12]([C:22]#[N:23])[cH:13][n:14][c:15]2[cH:16][cH:17][c:18]([I:21])[cH:19][c:20]12. The reactants are C(C1CO1)OC1=CC=C(C(=O)C2=CC=CC=C2)C=C1 (4-glycidyloxy benzophenone), Cl(=O)(=O)O (chloric acid), C([C@@H]1[C@H]([C@@H]([C@H]([C@H](O1)O[C@H]([C@@H](CO)O)[C@@H]([C@H](CO)O)O)O)O)O)O (maltitol), [OH-].[K+] (potassium hydroxide). The solvent is O (water), C(C)O (ethyl alcohol), CS(=O)C (dimethylsulfoxide), CS(=O)C (dimethylsulfoxide). Reaction conditions: time 30 minute. Product: C(C1=CC=CC=C1)(=O)C1=CC=C(C=C1)OCC(O)CO (1-(4-benzoylphenyl) glycerol). Yield: 64.9%. RXN SMILES: C(O)[C@H]1[O:7][C@H](O[C@@H]([C@H](O)[C@@H](O)CO)[C@H](O)CO)[C@H](O)[C@@H](O)[C@@H]1O.[OH-].[K+].[CH2:26]([O:30][C:31]1[CH:44]=[CH:43][C:34]([C:35]([C:37]2[CH:42]=[CH:41][CH:40]=[CH:39][CH:38]=2)=[O:36])=[CH:33][CH:32]=1)[CH:27]1[O:29][CH2:28]1.Cl(O)(=O)=O>CS(C)=O.C(O)C.O>[C:35]([C:34]1[CH:43]=[CH:44][C:31]([O:30][CH2:26][CH:27]([CH2:28][OH:7])[OH:29])=[CH:32][CH:33]=1)(=[O:36])[C:37]1[CH:42]=[CH:41][CH:40]=[CH:39][CH:38]=1 |f:1.2|. Reported procedure: Then, 2.921 g of maltitol and 476.0 mg of potassium hydroxide were dissolved in 20 ml of dimethylsulfoxide, and the mixture was stirred under flow of nitrogen for 30 minutes. A solution obtained by dissolving 719 mg of the resultant 4-glycidyloxy benzophenone dissolved in 1 ml of dimethylsulfoxide was dripped to it. Furthermore, heating and agitation was continued for 1 hour under flow of nitrogen, and the reaction system was cooled to the room temperature and neutralize with chloric acid. The r... The reactants are C(C1=CC=CC=C1)OCCC1=CC=C(C=C1)B(O)O (4-(2-benzyloxyethyl) phenyl boronic acid), ClC1=NC=C(C=N1)OCCCCCCCCCC (2-chloro-5-decyloxypyrimidine), C([O-])([O-])=O.[Na+].[Na+] (sodium carbonate), C1(=CC=CC=C1)C (toluene). Reagents/catalysts: [Pd].C1(=CC=CC=C1)P(C1=CC=CC=C1)C1=CC=CC=C1.C1(=CC=CC=C1)P(C1=CC=CC=C1)C1=CC=CC=C1.C1(=CC=CC=C1)P(C1=CC=CC=C1)C1=CC=CC=C1.C1(=CC=CC=C1)P(C1=CC=CC=C1)C1=CC=CC=C1 (tetrakis (triphenylphosphine) palladium). Solvent: C(C)O (ethanol). Yields the product C(CCCCCCCCC)OC=1C=NC(=NC1)C1=CC=C(C=C1)CCOCC1=CC=CC=C1 (2-{4-(5-decyloxypyrimidine-2-yl) phenyl}ethylbenzylether). Yield: 62.0%. As a reaction SMILES: [CH2:1]([O:8][CH2:9][CH2:10][C:11]1[CH:16]=[CH:15][C:14](B(O)O)=[CH:13][CH:12]=1)[C:2]1[CH:7]=[CH:6][CH:5]=[CH:4][CH:3]=1.Cl[C:21]1[N:26]=[CH:25][C:24]([O:27][CH2:28][CH2:29][CH2:30][CH2:31][CH2:32][CH2:33][CH2:34][CH2:35][CH2:36][CH3:37])=[CH:23][N:22]=1.C(=O)([O-])[O-].[Na+].[Na+].C1(C)C=CC=CC=1>[Pd].C1(P(C2C=CC=CC=2)C2C=CC=CC=2)C=CC=CC=1.C1(P(C2C=CC=CC=2)C2C=CC=CC=2)C=CC=CC=1.C1(P(C2C=CC=CC=2)C2C=CC=CC=2)C=CC=CC=1.C1(P(C2C=CC=CC=2)C2C=CC=CC=2)C=CC=CC=1.C(O)C>[CH2:28]([O:27][C:24]1[CH:23]=[N:22][C:21]([C:14]2[CH:15]=[CH:16][C:11]([CH2:10][CH2:9][O:8][CH2:1][C:2]3[CH:7]=[CH:6][CH:5]=[CH:4][CH:3]=3)=[CH:12][CH:13]=2)=[N:26][CH:25]=1)[CH2:29][CH2:30][CH2:31][CH2:32][CH2:33][CH2:34][CH2:35][CH2:36][CH3:37] |f:2.3.4,6.7.8.9.10|. Reported procedure: 8.62 g (33.7 mmol) of 4-(2-benzyloxyethyl) phenyl boronic acid, 9.13 g (33.7 mmol) of 2-chloro-5-decyloxypyrimidine, 1.29 g of tetrakis (triphenylphosphine) palladium, 54 ml of 2M-sodium carbonate solution, 54 ml of toluene and 27 ml of ethanol were heated at 80° C. for 4 hours under presence of nitrogen. After reactions had been completed, extraction with toluene was performed. Then, the extracted solution was dried with anhydrous sodium sulfate. The solvent was removed by filtration, and then ...